describe an organic reaction: reactants, conditions, products, and yield From a dataset of the Open Reaction Database (ORD), a public repository of structured organic reaction records. Reactants: azides, ClCCCS(=O)(=O)OCC([C@H](C(=O)OC(C)C)OCC1=CC=CC=C1)(C)C (Isopropyl (2R)-4-[(3-chloropropyl)sulfonyloxy]-3,3-dimethyl-2-(phenylmethoxy)butanoate), [N-]=[N+]=[N-].[Na+] (sodium azide). Solvent: CS(=O)C (dimethyl sulfoxide). Yields the product N(=[N+]=[N-])CCCS(=O)(=O)OCC([C@H](C(=O)OC(C)C)OCC1=CC=CC=C1)(C)C (Isopropyl (2R)-4-[(3-azidopropyl)sulfonyloxy]-3,3-dimethyl-2-(phenylmethoxy)butanoate). RXN SMILES: Cl[CH2:2][CH2:3][CH2:4][S:5]([O:8][CH2:9][C:10]([CH3:27])([CH3:26])[C@@H:11]([O:18][CH2:19][C:20]1[CH:25]=[CH:24][CH:23]=[CH:22][CH:21]=1)[C:12]([O:14][CH:15]([CH3:17])[CH3:16])=[O:13])(=[O:7])=[O:6].[N-:28]=[N+:29]=[N-:30].[Na+]>CS(C)=O>[N:28]([CH2:2][CH2:3][CH2:4][S:5]([O:8][CH2:9][C:10]([CH3:27])([CH3:26])[C@@H:11]([O:18][CH2:19][C:20]1[CH:25]=[CH:24][CH:23]=[CH:22][CH:21]=1)[C:12]([O:14][CH:15]([CH3:17])[CH3:16])=[O:13])(=[O:7])=[O:6])=[N+:29]=[N-:30] |f:1.2|. Reported procedure: Following the general procedure for the preparation of azides of Description 16, isopropyl (2R)-4-[(3-chloropropyl)sulfonyloxy]-3,3-dimethyl-2-(phenylmethoxy)butanoate (25a) (0.61 g, 1.4 mmol) dissolved in 5 mL of anhydrous dimethyl sulfoxide (DMSO) was reacted with 0.21 g (2.9 mmol) of sodium azide (NaN3). After work-up, the crude material (25b) was used in the next step without further purification or isolation. MS (ESI) m/z 450.13 (M+Na)+. Starting materials: COc1cc(C2(O)C(=O)NC(=O)NC2=O)cc(OC)c1N, O, O=S(=O)(O)O. Product: COc1cc(C=O)cc(OC)c1N. RXN SMILES: [NH2:6][c:7]1[c:8]([O:25][CH3:26])[cH:9][c:10]([C:15]2([OH:24])[C:16](=[O:17])[NH:18][C:19](=[O:20])[NH:21][C:22]2=[O:23])[cH:11][c:12]1[O:13][CH3:14].[OH2:27].[S:1](=[O:2])(=[O:3])([OH:4])[OH:5]>>[NH2:6][c:7]1[c:8]([O:25][CH3:26])[cH:9][c:10]([CH:15]=[O:24])[cH:11][c:12]1[O:13][CH3:14]. Starting materials: C[Si](OC1=CCSC2=C1C=CC=C2)(C)C (4-[trimethyl[silyl]oxy]-2H-benzothiopyran), C(C(=O)Cl)(=O)Cl (oxalyl chloride). The solvent is C(C)OCC (diethyl ether), CCOCC (ether). The product is O1C2=C(C(C1=O)=O)CSC1=C2C=CC=C1 (4H-[1]-Benzothiopyrano[4,3-b]furan-2,3-dione). Yield: 82.3%. As a reaction SMILES: C[Si](C)(C)[O:3][C:4]1[C:9]2[CH:10]=[CH:11][CH:12]=[CH:13][C:8]=2[S:7][CH2:6][CH:5]=1.[C:16](Cl)(=[O:20])[C:17](Cl)=[O:18]>CCOCC>[O:3]1[C:17](=[O:18])[C:16](=[O:20])[C:5]2[CH2:6][S:7][C:8]3[CH:13]=[CH:12][CH:11]=[CH:10][C:9]=3[C:4]1=2. Procedure: To a stirred mixture of 4-[trimethyl[silyl]oxy]-2H-benzothiopyran (380.5 g, 1.609 mol), prepared according to the method of L. Hellberg et al, Tet. Letters, 3553-3554 (1974), and one liter of diethyl ether, were added 103.8 g (0.818 mol) of oxalyl chloride in a dropwise manner over a period of 50 minutes at room temperature under nitrogen. The mixture was stirred at room temperature for 17 hours after which time the ether was removed under reduced pressure. The residue was triturated with isopro... Starting materials: C(C)(CC)[Li] (sec-butyllithium), C(C)(C)OB(OC(C)C)OC(C)C (triisopropoxyborane). Reaction conditions: temperature 50 celsius. The product is C(C)(CC)B(OC(C)C)OC(C)C (sec-butyldiisopropoxyborane). RXN SMILES: [CH:1]([Li])([CH2:3][CH3:4])[CH3:2].[CH:6]([O:9][B:10](OC(C)C)[O:11][CH:12]([CH3:14])[CH3:13])([CH3:8])[CH3:7]>>[CH:1]([B:10]([O:11][CH:12]([CH3:14])[CH3:13])[O:9][CH:6]([CH3:8])[CH3:7])([CH2:3][CH3:4])[CH3:2]. Procedure details: Following the method of Example 1, reaction of sec-butyllithium (208 mL, 250 mmol) and triisopropoxyborane (47.0 mL, 250 mmol), with solvents removed at 0° C. and 15 mm Hg and oil bath temperature maintained at 50° C., yielded sec-butyldiisopropoxyborane, 42.0 g (206 mmol, 90%), bp 138°-140° C. (754 mm Hg); proton NMR (neat) δ4.35 (septet, J=18 Hz, 2H), 1.09 (d, J=18 Hz, 12H), 0.8 (bm, 9H); boron NMR (neat) δ+79.5 ppm (s). The reactants are C(=O)(O)C1NCCCC1 (2-carboxypiperidine), [OH-].[Na+] (sodium hydroxide), [OH-].[Na+] (sodium hydroxide), ClC(=O)OCC=C (allyl chloroformate). Solvent: O1CCCC1 (tetrahydrofuran), O (water). Run at temperature 0 celsius, time 30 minute. The product is C(C=C)OC(=O)N1C(CCCC1)C(=O)O (1-allyloxycarbonyl-2-carboxypiperidine). RXN SMILES: [C:1]([CH:4]1[CH2:9][CH2:8][CH2:7][CH2:6][NH:5]1)([OH:3])=[O:2].[OH-].[Na+].Cl[C:13]([O:15][CH2:16][CH:17]=[CH2:18])=[O:14]>O1CCCC1.O>[CH2:16]([O:15][C:13]([N:5]1[CH2:6][CH2:7][CH2:8][CH2:9][CH:4]1[C:1]([OH:3])=[O:2])=[O:14])[CH:17]=[CH2:18] |f:1.2|. Procedure: A solution of 2-carboxypiperidine (50 g) in tetrahydrofuran (200 ml) and water (200 ml) was adjusted to around pH 9.5 with 20% aqueous sodium hydroxide. To the solution was added dropwise allyl chloroformate (45 ml) at 5° C., while adjusting pH to around 9.5 with 20% aqueous sodium hydroxide. After stirring for 30 minutes at 0° C., the mixture was washed with ethyl acetate. After addition of ethyl acetate (200 ml), the mixture was adjusted to around pH 2.0 with concentrated hydrochloric acid (30... The reactants are CCCN1C(=O)c2ccccc2C1(O)c1ccc(Cl)cc1, CN(C)C=O, O=S(Cl)Cl. Yields the product CCCN1C(=O)c2ccccc2C1(Cl)c1ccc(Cl)cc1. As a reaction SMILES: [Cl:1][c:2]1[cH:3][cH:4][c:5]([C:8]2([OH:21])[N:9]([CH2:18][CH2:19][CH3:20])[C:10](=[O:17])[c:11]3[cH:12][cH:13][cH:14][cH:15][c:16]32)[cH:6][cH:7]1.[O:26]=[CH:27][N:28]([CH3:29])[CH3:30].[S:22]([Cl:23])([Cl:24])=[O:25]>>[Cl:1][c:2]1[cH:3][cH:4][c:5]([C:8]2([Cl:24])[N:9]([CH2:18][CH2:19][CH3:20])[C:10](=[O:17])[c:11]3[cH:12][cH:13][cH:14][cH:15][c:16]32)[cH:6][cH:7]1. The reactants are [BH4-], O=C([O-])O, CCO, [Ca+2], [Cl-], [Cl-], COCCOCc1c(C(=O)OC)oc2ccc(F)cc12, [Na+], [Na+], C1CCOC1. The product is COCCOCc1c(CO)oc2ccc(F)cc12. As a reaction SMILES: [BH4-:24].[C:26](=[O:27])([O-:28])[OH:29].[CH3:36][CH2:37][OH:38].[Ca+2:23].[Cl-:21].[Cl-:22].[F:1][c:2]1[cH:3][cH:4][c:5]2[c:6]([c:7]([CH2:14][O:15][CH2:16][CH2:17][O:18][CH3:19])[c:8]([C:10](=[O:11])[O:12][CH3:13])[o:9]2)[cH:20]1.[Na+:25].[Na+:30].[O:31]1[CH2:32][CH2:33][CH2:34][CH2:35]1>>[F:1][c:2]1[cH:3][cH:4][c:5]2[c:6]([c:7]([CH2:14][O:15][CH2:16][CH2:17][O:18][CH3:19])[c:8]([CH2:10][OH:11])[o:9]2)[cH:20]1.